From a dataset of the Open Reaction Database (ORD), a public repository of structured organic reaction records. describe an organic reaction: reactants, conditions, products, and yield Reactants: CCS(=O)(=O)c1cc(NCCN2CCCC2)c(C)c(N2CCN(C(=O)OC(C)(C)C)CC2)c1, CO, Cl, C1COCCO1. Product: CCS(=O)(=O)c1cc(NCCN2CCCC2)c(C)c(N2CCNCC2)c1, Cl. Reaction SMILES: [CH2:1]([CH3:2])[S:3](=[O:4])(=[O:5])[c:6]1[cH:7][c:8]([NH:26][CH2:27][CH2:28][N:29]2[CH2:30][CH2:31][CH2:32][CH2:33]2)[c:9]([CH3:25])[c:10]([N:12]2[CH2:13][CH2:14][N:15]([C:18]([O:19][C:20]([CH3:21])([CH3:22])[CH3:23])=[O:24])[CH2:16][CH2:17]2)[cH:11]1.[CH3:34][OH:35].[ClH:36].[O:37]1[CH2:38][CH2:39][O:40][CH2:41][CH2:42]1>>[CH2:1]([CH3:2])[S:3](=[O:4])(=[O:5])[c:6]1[cH:7][c:8]([NH:26][CH2:27][CH2:28][N:29]2[CH2:30][CH2:31][CH2:32][CH2:33]2)[c:9]([CH3:25])[c:10]([N:12]2[CH2:13][CH2:14][NH:15][CH2:16][CH2:17]2)[cH:11]1.[ClH:36]. The reactants are COC(=O)C=1N(C2=CC(=CC=C2C1C(NCC1=CC(=C(C=C1)F)F)=O)OC)CC1=NC=CC=C1 (methyl3-(3,4-difluorobenzylcarbamoyl)-6-methoxy-1-(pyridin-2-ylmethyl)-1H-indole-2-carboxylate), COC(=O)C=1N(C2=CC(=CC=C2C1C(NCC1=CC(=C(C=C1)F)F)=O)OC)CC1=NC=CC=C1 (methyl3-(3,4-difluorobenzylcarbamoyl)-6-methoxy-1-(pyridin-2-ylmethyl)-1H-indole-2-carboxylate), B(Br)(Br)Br (BBr3). Solvent: C(Cl)Cl (CH2Cl2). Run at time 2 hour. Product: FC=1C=C(CNC(=O)C2=C(N(C3=CC(=CC=C23)OC)CC2=NC=CC=C2)C(=O)O)C=CC1F (3-(3,4-Difluorobenzylcarbamoyl)-6-methoxy-1-(pyridin-2-ylmethyl)-1H-indole-2-carboxylic Acid). Reaction SMILES: C[O:2][C:3]([C:5]1[N:6]([CH2:28][C:29]2[CH:34]=[CH:33][CH:32]=[CH:31][N:30]=2)[C:7]2[C:12]([C:13]=1[C:14](=[O:25])[NH:15][CH2:16][C:17]1[CH:22]=[CH:21][C:20]([F:23])=[C:19]([F:24])[CH:18]=1)=[CH:11][CH:10]=[C:9]([O:26][CH3:27])[CH:8]=2)=[O:4].B(Br)(Br)Br>C(Cl)Cl>[F:24][C:19]1[CH:18]=[C:17]([CH:22]=[CH:21][C:20]=1[F:23])[CH2:16][NH:15][C:14]([C:13]1[C:12]2[C:7](=[CH:8][C:9]([O:26][CH3:27])=[CH:10][CH:11]=2)[N:6]([CH2:28][C:29]2[CH:34]=[CH:33][CH:32]=[CH:31][N:30]=2)[C:5]=1[C:3]([OH:4])=[O:2])=[O:25]. Procedure details: General Procedure L. To a solution of methyl3-(3,4-difluorobenzylcarbamoyl)-6-methoxy-1-(pyridin-2-ylmethyl)-1H-indole-2-carboxylate (Compound 93, 149 mg, 0.32 mmol) in CH2Cl2 (10 ml) was added BBr3 (1M in CH2Cl2, 1.6 ml, 1.6 mmol) slowly at 0° C. The mixture was stirred at room temperature for 2 h, and was quenched with ice, extracted with EtOAc (×3). The combined organic layer was washed with brine, dried over Na2SO4, and concentrated in vacuo. The residue was purified by PTLC on silica gel (1... Starting materials: COCC[C@H]1CN(CCC1)C(=O)OC(C)(C)C (tert-butyl (S)-3-(2-methoxyethyl)piperidine-1-carboxylate), Cl.C(C)(=O)OCC (HCl ethyl acetate). Run in C(C)(=O)OCC (ethyl acetate). Run at time 2 hour. Product: Cl.COCC[C@H]1CNCCC1 ((S)-3-(2-methoxyethyl)piperidine hydrochloride). RXN SMILES: [CH3:1][O:2][CH2:3][CH2:4][C@@H:5]1[CH2:10][CH2:9][CH2:8][N:7](C(OC(C)(C)C)=O)[CH2:6]1.[ClH:18].C(OCC)(=O)C>C(OCC)(=O)C>[ClH:18].[CH3:1][O:2][CH2:3][CH2:4][C@@H:5]1[CH2:10][CH2:9][CH2:8][NH:7][CH2:6]1 |f:1.2,4.5|. Reported procedure: To a solution of tert-butyl (S)-3-(2-methoxyethyl)piperidine-1-carboxylate (64 g, 263 mmol) in ethyl acetate (100 ml) was added 4N HCl-ethyl acetate solution (320 ml), and the mixture was stirred at room temperature for 2 hr. The solvent was evaporated under reduced pressure to give (S)-3-(2-methoxyethyl)piperidine hydrochloride as a crude product (46.7 g, yield 98%). The obtained crude product was used for Step 4 without further purification. Starting materials: ClC=1C=CC(=NC1)C(CN1C=NC=C1)O (1-(5-chloro-2-pyridyl)-2-(1H-imidazol-1-yl)ethane-1-ol), S(=O)(Cl)Cl (thionyl chloride). The solvent is C1(=CC=CC=C1)C (toluene). As a reaction SMILES: [Cl:1][C:2]1[CH:3]=[CH:4][C:5]([CH:8](O)[CH2:9][N:10]2[CH:14]=[CH:13][N:12]=[CH:11]2)=[N:6][CH:7]=1.S(Cl)([Cl:18])=O>C1(C)C=CC=CC=1>[Cl:18][CH:8]([C:5]1[CH:4]=[CH:3][C:2]([Cl:1])=[CH:7][N:6]=1)[CH2:9][N:10]1[CH:14]=[CH:13][N:12]=[CH:11]1. Product: ClC(CN1C=NC=C1)C1=NC=C(C=C1)Cl (1-Chloro-1-(5-chloro-2-pyridyl)-2-(1H-imidazol-1-yl)ethane). Procedure details: 1 g of 1-(5-chloro-2-pyridyl)-2-(1H-imidazol-1-yl)ethane-1-ol is dissolved in 2 ml of toluene, 6 ml of thionyl chloride are added and the reaction mixture is stirred for 30 minutes at room temperature. The solvent and the thionyl chloride in excess are distilled off, the residue is dissolved in 2N NaOH, extracted with ethyl acetate, dried over Na2SO4 and evaporated to yield the compound as a colourless oil. Conditions: time 30 minute. Reactants: CCO, S=C(Nc1ccc(Cl)cc1)NC1CC2C3CC4C2C4C13, N. Yields the product N=C(Nc1ccc(Cl)cc1)NC1CC2C3CC4C2C4C13. Reaction SMILES: [CH3:22][CH2:23][OH:24].[Cl:1][c:2]1[cH:3][cH:4][c:5]([NH:8][C:9]([NH:10][CH:11]2[CH:12]3[CH:13]4[CH2:14][CH:15]5[CH:16]3[CH:17]5[CH:18]4[CH2:19]2)=[S:20])[cH:6][cH:7]1.[NH3:21]>>[Cl:1][c:2]1[cH:3][cH:4][c:5]([NH:8][C:9]([NH:10][CH:11]2[CH:12]3[CH:13]4[CH2:14][CH:15]5[CH:16]3[CH:17]5[CH:18]4[CH2:19]2)=[NH:21])[cH:6][cH:7]1. The reactants are N1=CC(=CC=C1)C1=CC=C2CC(NC2=C1)=O (6-Pyridin-3-yl-1,3-dihydroindol-2-one), C(C)N(CCNC(=O)C=1NC(=C2CCCCC12)C=O)CC (3-formyl-4,5,6,7-tetrahydro-2H-isoindole-1-carboxylic acid (2-diethylaminoethyl)amide). The product is C(C)N(CCNC(=O)C=1NC(=C2CCCCC12)C=C1C(NC2=CC(=CC=C12)C=1C=NC=CC1)=O)CC (3-(2-Oxo-6-pyridin-3-yl-1,2-dihydroindol-3-ylidenemethyl)-4,5,6,7-tetrahydro-2H-isoindole-1-carboxylic acid (2-diethylaminoethyl)amide). The yield is 37.7%. RXN SMILES: [N:1]1[CH:6]=[CH:5][CH:4]=[C:3]([C:7]2[CH:15]=[C:14]3[C:10]([CH2:11][C:12](=[O:16])[NH:13]3)=[CH:9][CH:8]=2)[CH:2]=1.[CH2:17]([N:19]([CH2:36][CH3:37])[CH2:20][CH2:21][NH:22][C:23]([C:25]1[NH:26][C:27]([CH:34]=O)=[C:28]2[C:33]=1[CH2:32][CH2:31][CH2:30][CH2:29]2)=[O:24])[CH3:18]>>[CH2:36]([N:19]([CH2:17][CH3:18])[CH2:20][CH2:21][NH:22][C:23]([C:25]1[NH:26][C:27]([CH:34]=[C:11]2[C:10]3[C:14](=[CH:15][C:7]([C:3]4[CH:2]=[N:1][CH:6]=[CH:5][CH:4]=4)=[CH:8][CH:9]=3)[NH:13][C:12]2=[O:16])=[C:28]2[C:33]=1[CH2:32][CH2:31][CH2:30][CH2:29]2)=[O:24])[CH3:37]. Procedure details: 6-Pyridin-3-yl-1,3-dihydroindol-2-one (60 mg, 0.4 mmol) was condensed with 3-formyl-4,5,6,7-tetrahydro-2H-isoindole-1-carboxylic acid (2-diethylaminoethyl)amide (80 mg) to give 50 mg (38%) of the title compound as a reddish solid. Starting materials: [Li]CCCC (n-BuLi), C(C)(C)NC(C)C (diisopropylamine), [Li+].CC(C)[N-]C(C)C (LDA), [Si](C)(C)(C(C)(C)C)OC(C#N)C=1C=NC=CC1 (2-(tert-butyldimethylsilyloxy)-2-(pyridin-3-yl)acetonitrile), C(C1=CC=CC=C1)OC(C1=CC=CC=C1)Cl (benzyloxybenzyl chloride). The solvent is C1CCOC1 (THF), C1CCOC1 (THF). Conditions: time 15 minute. Product: [Li+].CC(C)[N-]C(C)C (LDA), C(C1=CC=CC=C1)OC1=CC=C(C=C1)CC(C#N)(C=1C=NC=CC1)O[Si](C)(C)C(C)(C)C ((±)-3-(4-Benzyloxyphenyl)-2-(tert-butyldimethylsilyloxy)-2-(pyridin-3-yl)propionitrile). Isolated yield 42.9%. Reaction SMILES: [Li:1][CH2:2]CCC.[CH:6]([NH:9][CH:10]([CH3:12])[CH3:11])([CH3:8])[CH3:7].[Li+].CC([N-]C(C)C)C.[Si:21]([O:28][CH:29]([C:32]1[CH:33]=[N:34][CH:35]=[CH:36][CH:37]=1)[C:30]#[N:31])([C:24]([CH3:27])([CH3:26])[CH3:25])([CH3:23])[CH3:22].[CH2:38]([O:45][CH:46](Cl)[C:47]1[CH:52]=[CH:51][CH:50]=[CH:49][CH:48]=1)[C:39]1[CH:44]=[CH:43][CH:42]=[CH:41]C=1>C1COCC1>[Li+:1].[CH3:7][CH:6]([N-:9][CH:10]([CH3:12])[CH3:11])[CH3:8].[CH2:46]([O:45][C:38]1[CH:39]=[CH:44][C:43]([CH2:2][C:29]([O:28][Si:21]([C:24]([CH3:27])([CH3:26])[CH3:25])([CH3:23])[CH3:22])([C:32]2[CH:33]=[N:34][CH:35]=[CH:36][CH:37]=2)[C:30]#[N:31])=[CH:42][CH:41]=1)[C:47]1[CH:48]=[CH:49][CH:50]=[CH:51][CH:52]=1 |f:2.3,7.8|. Reported procedure: LDA was prepared by addition of n-BuLi (2.5 M in hexanes, 1.93 mL, 4.83 mmole) to a solution of diisopropylamine (0.63 mL, 4.83 mmole) in dry THF (5 mL) at 0° C. The LDA solution was added dropwise to a solution of 2-(tert-butyldimethylsilyloxy)-2-(pyridin-3-yl)acetonitrile (1.0 g, 4.03 mmole) in dry THF (15 mL) at −78° C. The solution was stirred for 15 min, then 1 benzyloxybenzyl chloride (1.41 g, 6.05 mmole) was added as a solid all at once. The reaction was kept at −78° C. for 15 min, then w...